From a dataset of the Open Reaction Database (ORD), a public repository of structured organic reaction records. describe an organic reaction: reactants, conditions, products, and yield The reactants are COC(=O)[O-], O=C1CCc2ccccc21, [H-], [Na+], c1ccccc1. The product is COC(=O)C1Cc2ccccc2C1=O. As a reaction SMILES: [C:3]([O:4][CH3:5])([O-:6])=[O:7].[C:8]1(=[O:17])[CH2:9][CH2:10][c:11]2[cH:12][cH:13][cH:14][cH:15][c:16]21.[H-:1].[Na+:2].[cH:18]1[cH:19][cH:20][cH:21][cH:22][cH:23]1>>[C:3]([O:4][CH3:5])(=[O:7])[CH:9]1[C:8](=[O:17])[c:16]2[c:11]([cH:12][cH:13][cH:14][cH:15]2)[CH2:10]1. RXN SMILES: [CH3:36][CH2:37][OH:38].[CH:32]([O-:33])=[O:34].[Cl:39][CH2:40][Cl:41].[N+:1]([O-:2])(=[O:3])[c:4]1[cH:5][cH:6][c:7]([S:9](=[O:10])(=[O:11])[N:12]2[CH2:13][CH:14]([CH3:31])[N:15]([c:18]3[n:19][cH:20][c:21]([C:24]([C:25]([F:26])([F:27])[F:28])([CH3:29])[OH:30])[cH:22][n:23]3)[CH2:16][CH2:17]2)[s:8]1.[NH4+:35]>>[NH2:1][c:4]1[cH:5][cH:6][c:7]([S:9](=[O:10])(=[O:11])[N:12]2[CH2:13][CH:14]([CH3:31])[N:15]([c:18]3[n:19][cH:20][c:21]([C:24]([C:25]([F:26])([F:27])[F:28])([CH3:29])[OH:30])[cH:22][n:23]3)[CH2:16][CH2:17]2)[s:8]1. Yields the product CC1CN(S(=O)(=O)c2ccc(N)s2)CCN1c1ncc(C(C)(O)C(F)(F)F)cn1. The reactants are CCO, O=C[O-], ClCCl, CC1CN(S(=O)(=O)c2ccc([N+](=O)[O-])s2)CCN1c1ncc(C(C)(O)C(F)(F)F)cn1, [NH4+]. Reactants: FC(C(Cl)F)(S(=O)(=O)C=1C=C(N)C=CC1)F (3-(1,1,2-trifluoro-2-chloroethylsulfonyl)aniline), FC1=C(C(=O)N=C=O)C(=CC=C1)F (2,6-difluorobenzoyl isocyanate). The solvent is C1(=CC=CC=C1)C (toluene). Reaction conditions: time 2 hour. Yields the product FC1=C(C(=O)NC(=O)NC2=CC(=CC=C2)S(=O)(=O)C(C(Cl)F)(F)F)C(=CC=C1)F (N-(2,6-difluorobenzoyl)-N'-(3-(1,1,2-trifluoro-2-chloroethylsulfonyl)phenyl]urea). Isolated yield 94.5%. RXN SMILES: [F:1][C:2]([F:16])([S:6]([C:9]1[CH:10]=[C:11]([CH:13]=[CH:14][CH:15]=1)[NH2:12])(=[O:8])=[O:7])[CH:3]([F:5])[Cl:4].[F:17][C:18]1[CH:28]=[CH:27][CH:26]=[C:25]([F:29])[C:19]=1[C:20]([N:22]=[C:23]=[O:24])=[O:21]>C1(C)C=CC=CC=1>[F:17][C:18]1[CH:28]=[CH:27][CH:26]=[C:25]([F:29])[C:19]=1[C:20]([NH:22][C:23]([NH:12][C:11]1[CH:13]=[CH:14][CH:15]=[C:9]([S:6]([C:2]([F:1])([F:16])[CH:3]([F:5])[Cl:4])(=[O:7])=[O:8])[CH:10]=1)=[O:24])=[O:21]. Procedure details: In 20 ml of toluene was dissolved 20 g of 3-(1,1,2-trifluoro-2-chloroethylsulfonyl)aniline, amd 1.4 g of 2,6-difluorobenzoyl isocyanate was added to the solution, followed by stirring at room temperature (20° to 25° C.) for 2 hours. The reaction mixture was concentrated under reduced pressure, and the crystals which separated out were recovered by filtration, and washed with cyclohexane to give 3.3 g of N-(2,6-difluorobenzoyl)-N'-(3-(1,1,2-trifluoro-2-chloroethylsulfonyl)phenyl]urea (Compound No... Reactants: FC1=CC=C(C=C1)C1=NC(=CC=C1C(=O)OC)C (Methyl 2-(4-fluorophenyl)-6-methylpyridin-3-carboxylate), C1=CC(=CC(=C1)Cl)C(=O)OO (MCPBA). Yields the product FC1=CC=C(C=C1)C1=[N+](C(=CC=C1C(=O)OC)C)[O-] (2-(4-fluorophenyl)-3-(methoxycarbonyl)-6-methylpyridine-1-oxide). Run at temperature 0 celsius, time 16 hour. Reported procedure: Methyl 2-(4-fluorophenyl)-6-methylpyridin-3-carboxylate (17.3 g) was dissolved in dichloromethane (600 ml), the solution cooled to 0° C. and MCPBA (24.3 g) added in portions over 25 minutes. The solution was then warmed to ambient temperature and stirred for 16 hours washed with saturated aqueous sodium bicarbonate (500 ml), dried and concentrated under reduced pressure. The residue was purified by flash column chromatography, eluting with methanol/ethyl acetate (1:12) to give 2-(4-fluorophenyl)... Solvent: ClCCl (dichloromethane). Reaction SMILES: [F:1][C:2]1[CH:7]=[CH:6][C:5]([C:8]2[C:13]([C:14]([O:16][CH3:17])=[O:15])=[CH:12][CH:11]=[C:10]([CH3:18])[N:9]=2)=[CH:4][CH:3]=1.C1C=C(Cl)C=C(C(OO)=[O:27])C=1>ClCCl>[F:1][C:2]1[CH:7]=[CH:6][C:5]([C:8]2[C:13]([C:14]([O:16][CH3:17])=[O:15])=[CH:12][CH:11]=[C:10]([CH3:18])[N+:9]=2[O-:27])=[CH:4][CH:3]=1. The reactants are C1CCOC1, CC(=O)OC(C)=O, O=CO, CN1CCc2cc(Cl)c(N)cc2C(c2ccccc2)C1. The product is CN1CCc2cc(Cl)c(NC=O)cc2C(c2ccccc2)C1. As a reaction SMILES: [CH2:31]1[O:32][CH2:33][CH2:34][CH2:35]1.[CH3:4][C:5]([O:6][C:7](=[O:8])[CH3:9])=[O:10].[CH:1](=[O:2])[OH:3].[NH2:11][c:12]1[c:13]([Cl:30])[cH:14][c:15]2[c:16]([cH:29]1)[CH:17]([c:23]1[cH:24][cH:25][cH:26][cH:27][cH:28]1)[CH2:18][N:19]([CH3:22])[CH2:20][CH2:21]2>>[CH:1](=[O:3])[NH:11][c:12]1[c:13]([Cl:30])[cH:14][c:15]2[c:16]([cH:29]1)[CH:17]([c:23]1[cH:24][cH:25][cH:26][cH:27][cH:28]1)[CH2:18][N:19]([CH3:22])[CH2:20][CH2:21]2. The reactants are N1=CC(=CC=C1)CC1=CC=C(C=C1)C(C(CC(=O)O)C)=O (4-(4-(3-pyridylmethyl)-phenyl)-4-oxo-3-methyl-butyric acid), O.NN (hydrazine hydrate), Cl (hydrochloric acid). The solvent is COCCO (ethylene glycol monomethyl ether). The product is Cl.N1=CC(=CC=C1)CC1=CC=C(C=C1)C=1C(CC(NN1)=O)C (6-(4-(3-Pyridylmethyl)-phenyl)-5-methyl-4,5-dihydro-3(2H)-pyridazinone hydrochloride). Reaction SMILES: [N:1]1[CH:6]=[CH:5][CH:4]=[C:3]([CH2:7][C:8]2[CH:13]=[CH:12][C:11]([C:14](=O)[CH:15]([CH3:20])[CH2:16][C:17](O)=[O:18])=[CH:10][CH:9]=2)[CH:2]=1.O.[NH2:23][NH2:24].[ClH:25]>COCCO>[ClH:25].[N:1]1[CH:6]=[CH:5][CH:4]=[C:3]([CH2:7][C:8]2[CH:13]=[CH:12][C:11]([C:14]3[CH:15]([CH3:20])[CH2:16][C:17](=[O:18])[NH:23][N:24]=3)=[CH:10][CH:9]=2)[CH:2]=1 |f:1.2,5.6|. Reported procedure: 7.1 g (0.025 mole) of 4-(4-(3-pyridylmethyl)-phenyl)-4-oxo-3-methyl-butyric acid and 1.5 ml (0.03 mole) of hydrazine hydrate are stirred in 30 ml of ethylene glycol monomethyl ether at 100° C. for 1 hour. After addition of ethanolic hydrochloric acid, the product is filtered off with suction and recrystallised from 96% strength ethanol.